From a dataset of the Open Reaction Database (ORD), a public repository of structured organic reaction records. describe an organic reaction: reactants, conditions, products, and yield Starting materials: Fc1ccc(Br)cn1, O=C=O, CC1(CO)CCn2cc([N+](=O)[O-])nc2O1, CC(C)=O, [H-], [Na+], CN(C)C=O. Yields the product CC1(COc2ccc(Br)cn2)CCn2cc([N+](=O)[O-])nc2O1. Reaction SMILES: [Br:18][c:19]1[cH:20][cH:21][c:22]([F:25])[n:23][cH:24]1.[C:26](=[O:27])=[O:28].[CH3:1][C:2]1([CH2:14][OH:15])[CH2:3][CH2:4][n:5]2[c:6]([n:8][c:9]([N+:11](=[O:12])[O-:13])[cH:10]2)[O:7]1.[CH3:29][C:30](=[O:31])[CH3:32].[H-:17].[Na+:16].[O:33]=[CH:34][N:35]([CH3:36])[CH3:37]>>[CH3:1][C:2]1([CH2:14][O:15][c:22]2[cH:21][cH:20][c:19]([Br:18])[cH:24][n:23]2)[CH2:3][CH2:4][n:5]2[c:6]([n:8][c:9]([N+:11](=[O:12])[O-:13])[cH:10]2)[O:7]1. Reactants: CSSC, COc1cc(C(F)(F)F)ccc1C(=O)O, [Li]C(C)CC, C1CCOC1. Yields the product COc1cc(C(F)(F)F)cc(SC)c1C(=O)O. Reaction SMILES: [CH3:21][S:22][S:23][CH3:24].[CH3:6][O:7][c:8]1[c:9]([C:10](=[O:11])[OH:12])[cH:13][cH:14][c:15]([C:17]([F:18])([F:19])[F:20])[cH:16]1.[CH:1]([Li:2])([CH2:3][CH3:4])[CH3:5].[O:25]1[CH2:26][CH2:27][CH2:28][CH2:29]1>>[CH3:6][O:7][c:8]1[c:9]([C:10](=[O:11])[OH:12])[c:13]([S:22][CH3:21])[cH:14][c:15]([C:17]([F:18])([F:19])[F:20])[cH:16]1. Starting materials: C(N)(=O)[C@H](C[C@@H]1C=2C=3C(=NC=NC3SC2CC1)OC1CCC(CC1)N(C)C)NC(OCC1=CC=CC=C1)=O (benzyl N-[(1S)-1-carbamoyl-2-[(3R)-12-[[4-(dimethylamino)cyclohexyl]oxy]-7-thia-9,11-diazatricyclo[6.4.0.0[2,6]]dodeca-1(8),2(6),9,11-tetraen-3-yl]ethyl]carbamate), Cl (hydrochloric acid). The solvent is ClCCl (dichloromethane). Run at temperature 30 celsius, time 5 hour. Product: N[C@H](C(=O)N)C[C@@H]1C=2C=3C(=NC=NC3SC2CC1)OC1CCC(CC1)N(C)C ((2S)-2-amino-3-[(3R)-12-[[4-(dimethylamino)cyclohexyl]oxy]-7-thia-9,11-diazatricyclo[6.4.0.0[2,6]]dodeca-1(8),2(6),9,11-tetraen-3-yl]propanamide). Yield: 39.6%. As a reaction SMILES: [C:1]([C@@H:4]([NH:28]C(=O)OCC1C=CC=CC=1)[CH2:5][C@H:6]1[CH2:17][CH2:16][C:15]2[S:14][C:13]3[N:12]=[CH:11][N:10]=[C:9]([O:18][CH:19]4[CH2:24][CH2:23][CH:22]([N:25]([CH3:27])[CH3:26])[CH2:21][CH2:20]4)[C:8]=3[C:7]1=2)(=[O:3])[NH2:2].Cl>ClCCl>[NH2:28][C@@H:4]([CH2:5][C@H:6]1[CH2:17][CH2:16][C:15]2[S:14][C:13]3[N:12]=[CH:11][N:10]=[C:9]([O:18][CH:19]4[CH2:20][CH2:21][CH:22]([N:25]([CH3:26])[CH3:27])[CH2:23][CH2:24]4)[C:8]=3[C:7]1=2)[C:1]([NH2:2])=[O:3]. Procedure details: To a solution of benzyl N-[(1S)-1-carbamoyl-2-[(3R)-12-[[4-(dimethylamino)cyclohexyl]oxy]-7-thia-9,11-diazatricyclo[6.4.0.0[2,6]]dodeca-1(8),2(6),9,11-tetraen-3-yl]ethyl]carbamate (40 mg, 0.07 mmol, 1.00 equiv) in dichloromethane (2 mL) was added hydrochloric acid (conc., 1 mL) and the resulting solution was stirred for 5 h at 30° C. The resulting mixture was concentrated under vacuum and the crude product was purified by preparative HPLC under the following conditions (Waters): column: XBridge ... Starting materials: COC(=O)c1ccc(Br)c(OC(F)(F)F)c1, C1CCOC1, CC(C)C[AlH]CC(C)C, O. Yields the product OCc1ccc(Br)c(OC(F)(F)F)c1. RXN SMILES: [Br:1][c:2]1[c:3]([O:12][C:13]([F:14])([F:15])[F:16])[cH:4][c:5]([C:6](=[O:7])[O:8][CH3:9])[cH:10][cH:11]1.[CH2:27]1[O:28][CH2:29][CH2:30][CH2:31]1.[CH3:17][CH:18]([CH2:19][AlH:20][CH2:21][CH:22]([CH3:23])[CH3:24])[CH3:25].[OH2:26]>>[Br:1][c:2]1[c:3]([O:12][C:13]([F:14])([F:15])[F:16])[cH:4][c:5]([CH2:6][OH:7])[cH:10][cH:11]1.